From a dataset of the Open Reaction Database (ORD), a public repository of structured organic reaction records. describe an organic reaction: reactants, conditions, products, and yield Reactants: COC=1C=C2C=CC=3N=C(SC3C2=CC1)C#N (7-Methoxynaphtho[2,1-d]thiazole-2-carbonitrile). Run in Cl.N1=CC=CC=C1 (pyridine hydrochloride salt), Cl (HCl). Product: OC=1C=C2C=CC=3N=C(SC3C2=CC1)C#N (7-Hydroxynaphtho[2,1-d]thiazole-2-carbonitrile). As a reaction SMILES: C[O:2][C:3]1[CH:4]=[C:5]2[C:13](=[CH:14][CH:15]=1)[C:12]1[S:11][C:10]([C:16]#[N:17])=[N:9][C:8]=1[CH:7]=[CH:6]2>Cl.N1C=CC=CC=1.Cl>[OH:2][C:3]1[CH:4]=[C:5]2[C:13](=[CH:14][CH:15]=1)[C:12]1[S:11][C:10]([C:16]#[N:17])=[N:9][C:8]=1[CH:7]=[CH:6]2 |f:1.2|. Reported procedure: 7-Methoxynaphtho[2,1-d]thiazole-2-carbonitrile (88 mg, 0.366 mmol) was suspended in 3 g of pyridine hydrochloride salt and sealed in a 5-mL microwave vial containing a stir bar. The mixture was irradiated at 220° C. for 25 minutes (min), then taken up in 1 N HCl and extracted three times with a mixture of DCM and EtOAc. The concentrated residue was purified by silica gel chromatography. 1H NMR (CD2Cl2) d 8.10 (d, 1H); 8.03 (d, 1H); 7.88 (d, 1H); 7.39 (d, 1H); 7.31 (dd, 1H);